From a dataset of the Open Reaction Database (ORD), a public repository of structured organic reaction records. describe an organic reaction: reactants, conditions, products, and yield Reactants: ON(C(C1=CC=C(C=C1)CCCCC1=CC=NC=C1)=O)C (N-hydroxy-N-methyl-4-[4-(4-pyridinyl)butyl]benzamide), C(C)(=O)OC(C)=O (acetic anhydride). Solvent: N1=CC=CC=C1 (pyridine). Conditions: time 20 hour. Yields the product C(C)(=O)ON(C(C1=CC=C(C=C1)CCCCC1=CC=NC=C1)=O)C (N-Acetyloxy-N-methyl-4-[4-(4-pyridinyl)butyl]benzamide). RXN SMILES: [OH:1][N:2]([CH3:21])[C:3](=[O:20])[C:4]1[CH:9]=[CH:8][C:7]([CH2:10][CH2:11][CH2:12][CH2:13][C:14]2[CH:19]=[CH:18][N:17]=[CH:16][CH:15]=2)=[CH:6][CH:5]=1.[C:22](OC(=O)C)(=[O:24])[CH3:23]>N1C=CC=CC=1>[C:22]([O:1][N:2]([CH3:21])[C:3](=[O:20])[C:4]1[CH:9]=[CH:8][C:7]([CH2:10][CH2:11][CH2:12][CH2:13][C:14]2[CH:19]=[CH:18][N:17]=[CH:16][CH:15]=2)=[CH:6][CH:5]=1)(=[O:24])[CH3:23]. Procedure details: A solution of 200 mg of N-hydroxy-N-methyl-4-[4-(4-pyridinyl)butyl]benzamide in dry pyridine (3.0 ml) was mixed with acetic anhydride (0.5 ml) and was allowed to stand at room temperature for 20 hours. The mixture was then concentrated in vacuo, diluted with dichloromethane, washed with a dilute Na2CO3 solution and water, dried (MgSO4 anhydrous), evaporated and the residue was purified by column chromatography on silica gel to afford the title compound. Yields the product C(CC)C1=NC2=C(N1CC1=CC3=C(/C(/C4=C(CC3)C=CC=C4)=C/C4=NOC=N4)C=C1)C=CC=C2 ((E)-2-(2-Propylbenzimidazol-1-yl)methyl-5-(1,2,4-oxadiazol-3-yl)methylene-10,11-dihydro-5H-dibenzo[a,d]cycloheptene). As a reaction SMILES: [CH2:1]([C:4]1[N:8]([CH2:9][C:10]2[CH:30]=[CH:29][C:13]3[C:14](=[CH:23]/[C:24](/[NH:27][OH:28])=[N:25]\[H])[C:15]4[CH:22]=[CH:21][CH:20]=[CH:19][C:16]=4[CH2:17][CH2:18][C:12]=3[CH:11]=2)[C:7]2[CH:31]=[CH:32][CH:33]=[CH:34][C:6]=2[N:5]=1)[CH2:2][CH3:3].[CH:35](OCC)(OCC)OCC>>[CH2:1]([C:4]1[N:8]([CH2:9][C:10]2[CH:30]=[CH:29][C:13]3/[C:14](=[CH:23]/[C:24]4[N:25]=[CH:35][O:28][N:27]=4)/[C:15]4[CH:22]=[CH:21][CH:20]=[CH:19][C:16]=4[CH2:17][CH2:18][C:12]=3[CH:11]=2)[C:7]2[CH:31]=[CH:32][CH:33]=[CH:34][C:6]=2[N:5]=1)[CH2:2][CH3:3]. The yield is 42.0%. Reactants: C(CC)C1=NC2=C(N1CC1=CC3=C(C(C4=C(CC3)C=CC=C4)=C/C(=N\[H])/NO)C=C1)C=CC=C2 ((E)-[2-(2-propylbenzimidazol-1-yl)methyl-10,11-dihydro-5H-dibenzo[a,d]cyclohepten-5-ylidene]-N-hydroxyacetamidine), C(OCC)(OCC)OCC (triethyl orthoformate). Reported procedure: [step 2] To (E)-[2-(2-propylbenzimidazol-1-yl)methyl-10,11-dihydro-5H-dibenzo[a,d]cyclohepten-5-ylidene]-N-hydroxyacetamidine (65 mg, 0.149 mmol) obtained in step 1 was added triethyl orthoformate (1 mL), and the mixture was stirred at 80° C. for 2 hr. The mixture was concentrated under reduced pressure, and the residue was purified by silica gel column chromatography (hexane/ethyl acetate=80/20 to 0/100) to give the title compound (compound 9) (28 mg, 42%). Reaction conditions: temperature 80 celsius, time 2 hour. The reactants are CCOC(C)=O, O=C(Cl)c1ccc(F)cc1Cl, Nc1ccc(F)c([N+](=O)[O-])c1, C1COCCO1. Yields the product O=C(Nc1ccc(F)c([N+](=O)[O-])c1)c1ccc(F)cc1Cl. RXN SMILES: [CH3:29][CH2:30][O:31][C:32](=[O:33])[CH3:34].[Cl:18][c:19]1[c:20]([C:21](=[O:22])[Cl:23])[cH:24][cH:25][c:26]([F:28])[cH:27]1.[NH2:1][c:2]1[cH:3][cH:4][c:5]([F:6])[c:7]([N+:9]([O-:10])=[O:11])[cH:8]1.[O:12]1[CH2:13][CH2:14][O:15][CH2:16][CH2:17]1>>[NH:1]([c:2]1[cH:3][cH:4][c:5]([F:6])[c:7]([N+:9]([O-:10])=[O:11])[cH:8]1)[C:21]([c:20]1[c:19]([Cl:18])[cH:27][c:26]([F:28])[cH:25][cH:24]1)=[O:22]. Reactants: CCCc1nc(C)nc(Cl)c1Cc1ccc(-c2ccccc2C#N)cc1, CCO, NN, O. The product is CCCc1nc(C)nc(NN)c1Cc1ccc(-c2ccccc2C#N)cc1. As a reaction SMILES: [CH2:1]([CH2:2][CH3:3])[c:4]1[c:5]([CH2:12][c:13]2[cH:14][cH:15][c:16](-[c:19]3[c:20]([C:25]#[N:26])[cH:21][cH:22][cH:23][cH:24]3)[cH:17][cH:18]2)[c:6]([Cl:11])[n:7][c:8]([CH3:10])[n:9]1.[CH3:30][CH2:31][OH:32].[NH2:28][NH2:29].[OH2:27]>>[CH2:1]([CH2:2][CH3:3])[c:4]1[c:5]([CH2:12][c:13]2[cH:14][cH:15][c:16](-[c:19]3[c:20]([C:25]#[N:26])[cH:21][cH:22][cH:23][cH:24]3)[cH:17][cH:18]2)[c:6]([NH:28][NH2:29])[n:7][c:8]([CH3:10])[n:9]1.